This data is from the Open Reaction Database (ORD), a public repository of structured organic reaction records. The task is: describe an organic reaction: reactants, conditions, products, and yield RXN SMILES: [CH3:61][CH2:62][O:63][C:64](=[O:65])[CH3:66].[CH:57]([OH:58])=[O:59].[ClH:60].[OH2:67].[c:1]1([C:2]([c:3]2[cH:4][cH:5][cH:6][cH:7][cH:45]2)([N:8]2[CH2:9][CH2:10][N:11]([C:14](=[O:15])[CH2:16][C:17]3=[C:18]([n:23]4[n:24][c:25](-[c:30]5[c:31](-[c:39]6[cH:40][cH:41][cH:42][cH:43][cH:44]6)[n:32][n:33]6[c:34]5[cH:35][cH:36][cH:37][cH:38]6)[cH:26][cH:27][c:28]4=[O:29])[CH2:19][CH2:20][CH2:21][CH2:22]3)[CH2:12][CH2:13]2)[c:46]2[cH:47][cH:48][cH:49][cH:50][cH:51]2)[cH:52][cH:53][cH:54][cH:55][cH:56]1>>[NH:8]1[CH2:9][CH2:10][N:11]([C:14](=[O:15])[CH2:16][C:17]2=[C:18]([n:23]3[n:24][c:25](-[c:30]4[c:31](-[c:39]5[cH:40][cH:41][cH:42][cH:43][cH:44]5)[n:32][n:33]5[c:34]4[cH:35][cH:36][cH:37][cH:38]5)[cH:26][cH:27][c:28]3=[O:29])[CH2:19][CH2:20][CH2:21][CH2:22]2)[CH2:12][CH2:13]1. The product is O=C(CC1=C(n2nc(-c3c(-c4ccccc4)nn4ccccc34)ccc2=O)CCCC1)N1CCNCC1. Starting materials: CCOC(C)=O, O=CO, Cl, O, O=C(CC1=C(n2nc(-c3c(-c4ccccc4)nn4ccccc34)ccc2=O)CCCC1)N1CCN(C(c2ccccc2)(c2ccccc2)c2ccccc2)CC1. The reactants are C1COCCO1, CO, ClCCl, Cl, CC(C)(C)OC(=O)N1CCC(c2nc(C3CCOCC3)cn2CCN2CCCC2)CC1. Yields the product c1c(C2CCOCC2)nc(C2CCNCC2)n1CCN1CCCC1. Reaction SMILES: [CH2:36]1[O:37][CH2:38][CH2:39][O:40][CH2:41]1.[CH3:42][OH:43].[Cl:32][CH2:33][Cl:34].[ClH:35].[N:1]1([CH2:6][CH2:7][n:8]2[c:9]([CH:19]3[CH2:20][CH2:21][N:22]([C:25]([O:26][C:27]([CH3:28])([CH3:29])[CH3:30])=[O:31])[CH2:23][CH2:24]3)[n:10][c:11]([CH:13]3[CH2:14][CH2:15][O:16][CH2:17][CH2:18]3)[cH:12]2)[CH2:2][CH2:3][CH2:4][CH2:5]1>>[N:1]1([CH2:6][CH2:7][n:8]2[c:9]([CH:19]3[CH2:20][CH2:21][NH:22][CH2:23][CH2:24]3)[n:10][c:11]([CH:13]3[CH2:14][CH2:15][O:16][CH2:17][CH2:18]3)[cH:12]2)[CH2:2][CH2:3][CH2:4][CH2:5]1. Reactants: C1(=CC=CC=C1)P(C1=CC=CC=C1)C1=CC=CC=C1 (Triphenylphosphine), C(C)(C)(C)OC(=O)NCCO (2-(N-tert-butoxycarbonylamino)ethanol), OC1=NOC(=C1)C1=C(C=CC=C1)OC (3-hydroxy-5-(2-methoxyphenyl)isoxazole), N(=NC(=O)OCC)C(=O)OCC (diethyl azodicarboxylate). Run in O1CCCC1 (tetrahydrofuran). The product is C(C)(C)(C)OC(=O)NCCOC1=NOC(=C1)C1=C(C=CC=C1)OC (3-(2-(N-tert-Butoxycarbonylamino)ethoxy)-5-(2-methoxyphenyl)isoxazole). Isolated yield 85.8%. As a reaction SMILES: C1(P(C2C=CC=CC=2)C2C=CC=CC=2)C=CC=CC=1.N(C(OCC)=O)=NC(OCC)=O.[C:32]([O:36][C:37]([NH:39][CH2:40][CH2:41][OH:42])=[O:38])([CH3:35])([CH3:34])[CH3:33].O[C:44]1[CH:48]=[C:47]([C:49]2[CH:54]=[CH:53][CH:52]=[CH:51][C:50]=2[O:55][CH3:56])[O:46][N:45]=1>O1CCCC1>[C:32]([O:36][C:37]([NH:39][CH2:40][CH2:41][O:42][C:44]1[CH:48]=[C:47]([C:49]2[CH:54]=[CH:53][CH:52]=[CH:51][C:50]=2[O:55][CH3:56])[O:46][N:45]=1)=[O:38])([CH3:35])([CH3:34])[CH3:33]. Reported procedure: Triphenylphosphine (0.45 g) was dissolved in tetrahydrofuran (5 ml), and diethyl azodicarboxylate (0.27 ml) was added dropwise to the solution under ice-cooling with stirring, and the resulting mixture was stirred at the same temperature for 30 minutes. Then, 2-(N-tert-butoxycarbonylamino)ethanol (0.20 g) and 3-hydroxy-5-(2-methoxyphenyl)isoxazole (0.22 g) were added to the reaction mixture, followed by stirring of the resulting mixture under ice-cooling for 10 minutes and at room temperature fo... Starting materials: N1=C(C=CC=C1)OCC1=CC=C(C=C1)CC=O ((4-(pyridin-2-yloxymethyl)-phenyl)-acetaldehyde), S(=O)(=O)(O)O.NO (hydroxylamine sulfate), O (water), Example 2-1-3, [OH-].[Na+] (sodium hydroxide). Run in CO (methanol). Run at time 15 minute. The product is N1=C(C=CC=C1)OCC1=CC=C(C=C1)CC=NO ((4-(Pyridin-2-yloxymethyl)-phenyl)-acetaldehyde oxime). Reaction SMILES: S(O)(O)(=O)=O.[NH2:6][OH:7].O.[OH-].[Na+].[N:11]1[CH:16]=[CH:15][CH:14]=[CH:13][C:12]=1[O:17][CH2:18][C:19]1[CH:24]=[CH:23][C:22]([CH2:25][CH:26]=O)=[CH:21][CH:20]=1>CO>[N:11]1[CH:16]=[CH:15][CH:14]=[CH:13][C:12]=1[O:17][CH2:18][C:19]1[CH:24]=[CH:23][C:22]([CH2:25][CH:26]=[N:6][OH:7])=[CH:21][CH:20]=1 |f:0.1,3.4|. Procedure details: To a mixture of hydroxylamine sulfate (19.7 g) and water (250 mL) was added an aqueous solution of 1N sodium hydroxide (240 mL) at 0° C, which was stirred at the same temperature for 15 minutes. Then, at the same temperature, to the reaction mixture was added a mixture of (4-(pyridin-2-yloxymethyl)-phenyl)-acetaldehyde described in Preparation Example 2-1-3 (27.3 g) and methanol (250 mL) dropwise, which was stirred overnight at room temperature. The precipitated solids were filtered to obtain th... Reactants: COC=1C=C(C=CC1)N1CCN(CC1)CCCON1C(CC2(CCCC2)CC1=O)=O (8-[3-[4-(3-methoxyphenyl)-1-piperazinyl]propyloxy]-8-azaspiro[4.5]decan-7,9-dione), CO (CH3OH), [BH4-].[Na+] (NaBH4). The solvent is C(Cl)Cl (CH2Cl2). Yields the product COC1=C(C=CC=C1)N1CCN(CC1)CCCON1C(CC2(CCCC2)CC1=O)O (8-[3-[4-(2-Methoxyphenyl)-1-piperazinyl]propyloxy]-7-hydroxy-8-azaspiro[4.5]decan9-one). Reaction SMILES: CO[C:3]1[CH:4]=[C:5]([N:9]2[CH2:14][CH2:13][N:12]([CH2:15][CH2:16][CH2:17][O:18][N:19]3[C:28](=[O:29])[CH2:27][C:22]4([CH2:26][CH2:25][CH2:24][CH2:23]4)[CH2:21][C:20]3=[O:30])[CH2:11][CH2:10]2)[CH:6]=[CH:7][CH:8]=1.[CH3:31][OH:32].[BH4-].[Na+]>C(Cl)Cl>[CH3:31][O:32][C:4]1[CH:3]=[CH:8][CH:7]=[CH:6][C:5]=1[N:9]1[CH2:10][CH2:11][N:12]([CH2:15][CH2:16][CH2:17][O:18][N:19]2[C:20](=[O:30])[CH2:21][C:22]3([CH2:26][CH2:25][CH2:24][CH2:23]3)[CH2:27][CH:28]2[OH:29])[CH2:13][CH2:14]1 |f:2.3|. Procedure details: To a solution prepared from 8-[3-[4-(3-methoxyphenyl)-1-piperazinyl]propyloxy]-8-azaspiro[4.5]decan-7,9-dione (5.0 g), 300 ml of CH3OH and 100 CH2Cl2 was added NaBH4 (1.8 g) with stirring. The mixture was stirred at room temperature. Reactants: CCO, COC(=O)c1ccc2cccc(C(C)C)cc1-2, [K+], [OH-], O. Product: CC(C)c1cccc2ccc(C(=O)O)c-2c1. RXN SMILES: [CH3:20][CH2:21][OH:22].[CH3:3][O:4][C:5](=[O:6])[c:7]1[cH:8][cH:9][c:10]2[cH:11][cH:12][cH:13][c:14]([CH:17]([CH3:18])[CH3:19])[cH:15][c:16]1-2.[K+:2].[OH-:1].[OH2:23]>>[O:4]=[C:5]([OH:6])[c:7]1[cH:8][cH:9][c:10]2[cH:11][cH:12][cH:13][c:14]([CH:17]([CH3:18])[CH3:19])[cH:15][c:16]1-2.